This data is from the Open Reaction Database (ORD), a public repository of structured organic reaction records. The task is: describe an organic reaction: reactants, conditions, products, and yield The reactants are CO, O=CC=Cc1ccc([N+](=O)[O-])o1, NNC(=O)c1cn2ccsc2n1. Yields the product O=C(NN=CC=Cc1ccc([N+](=O)[O-])o1)c1cn2ccsc2n1. Reaction SMILES: [CH3:25][OH:26].[N+:1](=[O:2])([O-:3])[c:4]1[cH:5][cH:6][c:7]([CH:9]=[CH:10][CH:11]=[O:12])[o:8]1.[s:13]1[c:14]2[n:15]([cH:16][cH:17]1)[cH:18][c:19]([C:21](=[O:22])[NH:23][NH2:24])[n:20]2>>[N+:1](=[O:2])([O-:3])[c:4]1[cH:5][cH:6][c:7]([CH:9]=[CH:10][CH:11]=[N:24][NH:23][C:21]([c:19]2[cH:18][n:15]3[c:14]([s:13][cH:17][cH:16]3)[n:20]2)=[O:22])[o:8]1. Reactants: C1CCOC1, CC(C)c1nnc2ccc(-c3c[nH]nc3-c3ccc(F)cc3F)nn12, OC1CCOCC1, CCOC(=O)N=NC(=O)OCC, c1ccc(P(c2ccccc2)c2ccccc2)cc1. Product: CC(C)c1nnc2ccc(-c3cn(C4CCOCC4)nc3-c3ccc(F)cc3F)nn12. As a reaction SMILES: [CH2:64]1[O:65][CH2:66][CH2:67][CH2:68]1.[F:1][c:2]1[c:3](-[c:9]2[n:10][nH:11][cH:12][c:13]2-[c:14]2[cH:15][cH:16][c:17]3[n:18]([n:19]2)[c:20]([CH:23]([CH3:24])[CH3:25])[n:21][n:22]3)[cH:4][cH:5][c:6]([F:8])[cH:7]1.[O:26]1[CH2:27][CH2:28][CH:29]([OH:32])[CH2:30][CH2:31]1.[O:52]=[C:53]([O:54][CH2:55][CH3:56])[N:57]=[N:58][C:59]([O:60][CH2:61][CH3:62])=[O:63].[c:33]1([P:34]([c:35]2[cH:36][cH:37][cH:38][cH:39][cH:40]2)[c:41]2[cH:42][cH:43][cH:44][cH:45][cH:46]2)[cH:47][cH:48][cH:49][cH:50][cH:51]1>>[F:1][c:2]1[c:3](-[c:9]2[n:10][n:11]([CH:29]3[CH2:28][CH2:27][O:26][CH2:31][CH2:30]3)[cH:12][c:13]2-[c:14]2[cH:15][cH:16][c:17]3[n:18]([n:19]2)[c:20]([CH:23]([CH3:24])[CH3:25])[n:21][n:22]3)[cH:4][cH:5][c:6]([F:8])[cH:7]1.